From a dataset of the Open Reaction Database (ORD), a public repository of structured organic reaction records. describe an organic reaction: reactants, conditions, products, and yield Reactants: CN1CCC(CC1)=O (1-methyl-4-piperidone), C(C)N(C1=CC=C(C=O)C=C1)CC (p-diethylamino-benzaldehyde), [OH-].[K+] (potassium hydroxide). Run in CO (methanol). Reaction conditions: time 8 hour. Product: C(C)N(C1=CC=C(C=C2CN(CC(C2=O)=CC2=CC=C(C=C2)N(CC)CC)C)C=C1)CC (3,5-bis(4-diethylaminobenzylidene)-1-methyl-4-piperidone). RXN SMILES: [CH3:1][N:2]1[CH2:7][CH2:6][C:5](=[O:8])[CH2:4][CH2:3]1.[CH2:9]([N:11]([CH2:20][CH3:21])[C:12]1[CH:19]=[CH:18][C:15]([CH:16]=O)=[CH:14][CH:13]=1)[CH3:10].[OH-].[K+]>CO>[CH2:9]([N:11]([CH2:20][CH3:21])[C:12]1[CH:19]=[CH:18][C:15]([CH:16]=[C:4]2[C:5](=[O:8])[C:6](=[CH:16][C:15]3[CH:18]=[CH:19][C:12]([N:11]([CH2:9][CH3:10])[CH2:20][CH3:21])=[CH:13][CH:14]=3)[CH2:7][N:2]([CH3:1])[CH2:3]2)=[CH:14][CH:13]=1)[CH3:10] |f:2.3|. Reported procedure: 1-methyl-4-piperidone (2.25 g) and 7.1 g of p-diethylamino-benzaldehyde were added to a solution of 4 g potassium hydroxide in 50 ml methanol. The reaction mixture was heated at reflex 31/2 hours and allowed to stand at room temperature overnight. The product was collected and recrystallized from 700 ml acetonitrile. The UV spectra of the isolated product was consistent with the structure of the titled compound. Starting materials: C1(=CC=CC=C1)CC(=O)O (2-phenylacetic acid), 1-(6-(2-chlorophenyl)-5-(4-chlorophenyl)pyridazin-3)hydrazine, ClC1=C(C=CC=C1)C1=C(C=C(N=N1)NNC(CC1CCCCC1)=O)C1=CC=C(C=C1)Cl (N′-(6-(2-chlorophenyl)-5-(4-chlorophenyl)pyridazin-3-yl)-2-cyclohexylacetohydrazide). Product: ClC1=C(C=CC=C1)C1=C(C=C(N=N1)NNC(CC1=CC=CC=C1)=O)C1=CC=C(C=C1)Cl (N′-(6-(2-chlorophenyl)-5-(4-chlorophenyl)pyridazin-3-yl)-2-phenylacetohydrazide). Isolated yield 47.0%. Reaction SMILES: C1(CC(O)=O)C=CC=CC=1.[Cl:11][C:12]1[CH:17]=[CH:16][CH:15]=[CH:14][C:13]=1[C:18]1[N:23]=[N:22][C:21]([NH:24][NH:25][C:26](=[O:34])[CH2:27][CH:28]2[CH2:33][CH2:32][CH2:31][CH2:30][CH2:29]2)=[CH:20][C:19]=1[C:35]1[CH:40]=[CH:39][C:38]([Cl:41])=[CH:37][CH:36]=1>>[Cl:11][C:12]1[CH:17]=[CH:16][CH:15]=[CH:14][C:13]=1[C:18]1[N:23]=[N:22][C:21]([NH:24][NH:25][C:26](=[O:34])[CH2:27][C:28]2[CH:33]=[CH:32][CH:31]=[CH:30][CH:29]=2)=[CH:20][C:19]=1[C:35]1[CH:36]=[CH:37][C:38]([Cl:41])=[CH:39][CH:40]=1. Procedure details: The title compound (42 mg, 47%) as a white foam was prepared from 2-phenylacetic acid (41 mg, 0.3 mmol) and 1-(6-(2-chlorophenyl)-5-(4-chlorophenyl)pyridazin-3)hydrazine (66 mg, 0.2 mmol) according to the procedures described for N′-(6-(2-chlorophenyl)-5-(4-chlorophenyl)pyridazin-3-yl)-2-cyclohexylacetohydrazide (Example 7A). HPLC/MS (method A): retention time =3.30 min, (M+H)+=449.2. Reactants: [Zn].[Sn] (tin-zinc), S(N)([O-])(=O)=O.[Zn+2].S(N)([O-])(=O)=O (zinc sulphamate), S(=O)(=O)([O-])[O-].[Sn+4].S(=O)(=O)([O-])[O-] (tin sulphate), S(N)(O)(=O)=O (sulphamic acid). The product is S(=O)(=O)([O-])[O-].[Sn+4].S(=O)(=O)([O-])[O-] (tin sulphate), S(=O)(=O)([O-])[O-].[Zn+2] (zinc sulphate). As a reaction SMILES: [Zn:1].[Sn].S(=O)(=O)([O-])N.[Zn+2].S(=O)(=O)([O-])N.[S:14]([O-:18])([O-:17])(=[O:16])=[O:15].[Sn+4:19].[S:20]([O-:24])([O-:23])(=[O:22])=[O:21].S(=O)(=O)(O)N>>[S:14]([O-:18])([O-:17])(=[O:16])=[O:15].[Sn+4:19].[S:20]([O-:24])([O-:23])(=[O:22])=[O:21].[S:14]([O-:18])([O-:17])(=[O:16])=[O:15].[Zn+2:1] |f:0.1,2.3.4,5.6.7,9.10.11,12.13,^3:1|. Procedure details: A method of preparing a steel surface for painting or enamelling which comprises the step of coating the surface with a tin-zinc alloy by electrodeposition from an aqueous electrolyte containing zinc sulphamate, tin sulphate and sulphamic acid, the proportion of tin sulphate to zinc sulphate being such as to provide a weight ratio of not less than 20:80 and not more than 60:40 between the tin and the zinc present in the solution. The reactants are FC1=C(C=CC(=C1)I)NC1=C(C(=O)O)C=CN=C1 (3-[(2-fluoro-4-iodophenyl)amino]isonicotinic acid), FC1=C(C=CC(=C1)I)NC1=C(C(=O)O)C=CN=C1 (3-[(2-fluoro-4-iodophenyl)amino]isonicotinic acid), N1=C(C=CC=C1)NN (pyridin-2-yl-hydrazine). Product: FC1=C(C=CC(=C1)I)NC1=C(C(=O)NNC2=NC=CC=C2)C=CN=C1 (3-[(2-fluoro-4-iodophenyl)amino]-N′-pyridin-2-ylisonicotinohydrazide). RXN SMILES: [F:1][C:2]1[CH:7]=[C:6]([I:8])[CH:5]=[CH:4][C:3]=1[NH:9][C:10]1[CH:18]=[N:17][CH:16]=[CH:15][C:11]=1[C:12]([OH:14])=O.[N:19]1[CH:24]=[CH:23][CH:22]=[CH:21][C:20]=1[NH:25][NH2:26]>>[F:1][C:2]1[CH:7]=[C:6]([I:8])[CH:5]=[CH:4][C:3]=1[NH:9][C:10]1[CH:18]=[N:17][CH:16]=[CH:15][C:11]=1[C:12]([NH:26][NH:25][C:20]1[CH:21]=[CH:22][CH:23]=[CH:24][N:19]=1)=[O:14]. Reported procedure: 3-[(2-fluoro-4-iodophenyl)amino]-N′-pyridin-2-ylisonicotinohydrazide was synthesized according to the procedure for General Method 1, outlined above, starting with 0.5 mmol of 3-[(2-fluoro-4-iodophenyl)amino]isonicotinic acid (intermediate 1) and 0.8 mmol of pyridin-2-yl-hydrazine. LC/MS [6.90 min; 450 (M+1)]